From a dataset of the Open Reaction Database (ORD), a public repository of structured organic reaction records. describe an organic reaction: reactants, conditions, products, and yield The reactants are C1(CC(CCC1)=O)=O (1,3-Cyclohexanedione), FC1=CC=C(C=O)C=C1 (4-fluorobenzaldehyde), NC1=NNC=C1 (3-aminopyrazole). Product: FC1=CC=C(C=C1)C1N2C(NC=3CCCC(C13)=O)=CC=N2 (9-(4-Fluorophenyl)-5,6,7,9-tetrahydropyrazolo[5,1-b]quinazolin-8(4H)-one). RXN SMILES: [C:1]1(=[O:8])[CH2:6][CH2:5][CH2:4][C:3](=O)[CH2:2]1.[F:9][C:10]1[CH:17]=[CH:16][C:13]([CH:14]=O)=[CH:12][CH:11]=1.[NH2:18][C:19]1[CH:23]=[CH:22][NH:21][N:20]=1>>[F:9][C:10]1[CH:17]=[CH:16][C:13]([CH:14]2[C:2]3[C:1](=[O:8])[CH2:6][CH2:5][CH2:4][C:3]=3[NH:18][C:19]3=[CH:23][CH:22]=[N:21][N:20]23)=[CH:12][CH:11]=1. Procedure details: 1,3-Cyclohexanedione, 4-fluorobenzaldehyde and 3-aminopyrazole were processed as described in General Procedure A to provide the title compound. The reactants are ClC(=O)OC (methyl chloroformate), ClC=1C=C2C(CN(CC2=C(C1)Cl)C)C=1C=C(C=CC1)N.[Ar] (argon 3-(6,8-dichloro-2-methyl-1,2,3,4-tetrahydro-isoquinolin-4-yl)-phenylamine), C(=O)OCl (chloro formate). The solvent is ClCCl (dichloromethane), ClCCl (dichloromethane). Reaction conditions: time 5 hour. Product: Cl.COC(NC1=CC(=CC=C1)C1CN(CC2=C(C=C(C=C12)Cl)Cl)C)=O ([3-(6,8-Dichloro-2-methyl-1,2,3,4-tetrahydro-isoquinolin-4-yl)-phenyl]-carbamic acid methyl Ester—Hydrochloride Salt). Isolated yield 230.5%. Reaction SMILES: [Cl:1][C:2]1[CH:3]=[C:4]2[C:9](=[C:10]([Cl:12])[CH:11]=1)[CH2:8][N:7]([CH3:13])[CH2:6][CH:5]2[C:14]1[CH:15]=[C:16]([NH2:20])[CH:17]=[CH:18][CH:19]=1.[Ar].Cl[C:23]([O:25][CH3:26])=[O:24].C(OCl)=O>ClCCl>[ClH:1].[CH3:26][O:25][C:23](=[O:24])[NH:20][C:16]1[CH:17]=[CH:18][CH:19]=[C:14]([CH:5]2[C:4]3[C:9](=[C:10]([Cl:12])[CH:11]=[C:2]([Cl:1])[CH:3]=3)[CH2:8][N:7]([CH3:13])[CH2:6]2)[CH:15]=1 |f:0.1,5.6|. Reported procedure: Under stirring and argon 3-(6,8-dichloro-2-methyl-1,2,3,4-tetrahydro-isoquinolin-4-yl)-phenylamine (15 mg, example 35) was dissolved in dichloromethane (1.5 ml) and methyl chloroformate (4.6 mg) dissolved in dichloromethane (0.5 ml) was added. After stirring for 6 h and standing over night additional chloro formate (2.3 mg) was added. Stirring was continued for 5 h, then the solvent was removed and the residue was dissolved in water/2N hydrochloric acid and freeze dried to give 20 mg of the titl... Starting materials: COc1ccc(C(=O)Cl)c(OC)c1, ClC(Cl)Cl, Cl, Cl, NC1CN2CCC1CC2, [Na+], [Na+], O=C([O-])[O-], O. The product is Cl, COc1ccc(C(=O)NC2CN3CCC2CC3)c(OC)c1. RXN SMILES: [CH3:12][O:13][c:14]1[c:15]([C:16](=[O:17])[Cl:18])[cH:19][cH:20][c:21]([O:23][CH3:24])[cH:22]1.[CH:32]([Cl:33])([Cl:34])[Cl:35].[ClH:1].[ClH:2].[NH2:3][CH:4]1[CH2:5][N:6]2[CH2:7][CH2:8][CH:9]1[CH2:10][CH2:11]2.[Na+:25].[Na+:26].[O-:27][C:28](=[O:29])[O-:30].[OH2:31]>>[ClH:18].[NH:3]([CH:4]1[CH2:5][N:6]2[CH2:7][CH2:8][CH:9]1[CH2:10][CH2:11]2)[C:16]([c:15]1[c:14]([O:13][CH3:12])[cH:22][c:21]([O:23][CH3:24])[cH:20][cH:19]1)=[O:17].